Dataset: the Open Reaction Database (ORD), a public repository of structured organic reaction records. Task: describe an organic reaction: reactants, conditions, products, and yield Run in C(C)#N (acetonitrile). Run at temperature 130 celsius. The product is N1(CC1)[C@]12[C@@H]([C@H]3CC[C@@H]4[C@]5(CC=C(C([C@@H]5CC[C@]4([C@@]3(CC1)C)C)(C)C)C1=CC3C(C3C1)C(=O)OCC)C)[C@@H](CC2)C(=C)C (ethyl 3-((1R,3aS,5aR,5bR,7aR,11aS,11bR,13aR,13bR)-3a-(aziridin-1-yl)-5a,5b,8,8,11a-pentamethyl-1-(prop-1-en-2-yl)-2,3,3a,4,5,5a,5b,6,7,7a,8,11,11a,11b,12,13,13a,13b-octadecahydro-1H-cyclopenta[a]chrysen-9-yl)bicyclo[3.1.0]hex-2-ene-6-carboxylate). Reported procedure: To a flame dried 75 mL thick-walled resealable vessel was placed ethyl 3-((1R,3aS,5aR,5bR,7aR,11aS,11bR,13aR,13bR)-3a-amino-5a,5b,8,8,11a-pentamethyl-1-(prop-1-en-2-yl)-2,3,3a,4,5,5a,5b,6,7,7a,8,11,11a,11b,12,13,13a,13b-octadecahydro-1H-cyclopenta[a]chrysen-9-yl)bicyclo[3.1.0]hex-2-ene-6-carboxylate (0.453 g, 0.809 mmol) and flame dried potassium phosphate (0.859 g, 4.05 mmol), followed by 1,2-dichloroethane (24 mL) and acetonitrile (12 mL). The reaction mixture was flushed with nitrogen, sealed... Reactants: N[C@]12[C@@H]([C@H]3CC[C@@H]4[C@]5(CC=C(C([C@@H]5CC[C@]4([C@@]3(CC1)C)C)(C)C)C1=CC3C(C3C1)C(=O)OCC)C)[C@@H](CC2)C(=C)C (ethyl 3-((1R,3aS,5aR,5bR,7aR,11aS,11bR,13aR,13bR)-3a-amino-5a,5b,8,8,11a-pentamethyl-1-(prop-1-en-2-yl)-2,3,3a,4,5,5a,5b,6,7,7a,8,11,11a,11b,12,13,13a,13b-octadecahydro-1H-cyclopenta[a]chrysen-9-yl)bicyclo[3.1.0]hex-2-ene-6-carboxylate), P(=O)([O-])([O-])[O-].[K+].[K+].[K+] (potassium phosphate), ClCCCl (1,2-dichloroethane). Reaction SMILES: [NH2:1][C@:2]12[CH2:38][CH2:37][C@@H:36]([C:39]([CH3:41])=[CH2:40])[C@@H:3]1[C@@H:4]1[C@@:17]([CH3:20])([CH2:18][CH2:19]2)[C@@:16]2([CH3:21])[C@@H:7]([C@:8]3([CH3:35])[C@@H:13]([CH2:14][CH2:15]2)[C:12]([CH3:23])([CH3:22])[C:11]([C:24]2[CH2:29][CH:28]4[CH:26]([CH:27]4[C:30]([O:32][CH2:33][CH3:34])=[O:31])[CH:25]=2)=[CH:10][CH2:9]3)[CH2:6][CH2:5]1.P([O-])([O-])([O-])=O.[K+].[K+].[K+].Cl[CH2:51][CH2:52]Cl>C(#N)C>[N:1]1([C@:2]23[CH2:38][CH2:37][C@@H:36]([C:39]([CH3:41])=[CH2:40])[C@@H:3]2[C@@H:4]2[C@@:17]([CH3:20])([CH2:18][CH2:19]3)[C@@:16]3([CH3:21])[C@@H:7]([C@:8]4([CH3:35])[C@@H:13]([CH2:14][CH2:15]3)[C:12]([CH3:22])([CH3:23])[C:11]([C:24]3[CH2:29][CH:28]5[CH:26]([CH:27]5[C:30]([O:32][CH2:33][CH3:34])=[O:31])[CH:25]=3)=[CH:10][CH2:9]4)[CH2:6][CH2:5]2)[CH2:52][CH2:51]1 |f:1.2.3.4|. Reactants: COC(=O)NC1CCC(C(=O)O)CC1, Cl, CN(C(=O)N(C)C1CNCC1c1ccc(F)c(F)c1)c1cc(C(F)(F)F)cc(C(F)(F)F)c1. The product is COC(=O)NC1CCC(C(=O)N2CC(c3ccc(F)c(F)c3)C(N(C)C(=O)N(C)c3cc(C(F)(F)F)cc(C(F)(F)F)c3)C2)CC1. Reaction SMILES: [CH3:35][O:36][C:37](=[O:38])[NH:39][CH:40]1[CH2:41][CH2:42][CH:43]([C:46](=[O:47])[OH:48])[CH2:44][CH2:45]1.[ClH:1].[F:2][C:3]([c:4]1[cH:5][c:6]([N:14]([C:15](=[O:16])[N:17]([CH3:18])[CH:19]2[CH2:20][NH:21][CH2:22][CH:23]2[c:24]2[cH:25][c:26]([F:31])[c:27]([F:30])[cH:28][cH:29]2)[CH3:32])[cH:7][c:8]([C:10]([F:11])([F:12])[F:13])[cH:9]1)([F:33])[F:34]>>[F:2][C:3]([c:4]1[cH:5][c:6]([N:14]([C:15](=[O:16])[N:17]([CH3:18])[CH:19]2[CH2:20][N:21]([C:46]([CH:43]3[CH2:42][CH2:41][CH:40]([NH:39][C:37]([O:36][CH3:35])=[O:38])[CH2:45][CH2:44]3)=[O:47])[CH2:22][CH:23]2[c:24]2[cH:25][c:26]([F:31])[c:27]([F:30])[cH:28][cH:29]2)[CH3:32])[cH:7][c:8]([C:10]([F:11])([F:12])[F:13])[cH:9]1)([F:33])[F:34]. Starting materials: CC1=C(C=2C(C(CC2C2=C1OC(=C2)C(=O)O)(C(C)C)Br)=O)C (4,5-dimethyl-6-oxo-7,8-dihydro-7-bromo-7-isopropyl-6H-indeno[5,4-b]furan-2-carboxylic acid), C1CC2=NCCCN2C1 (1,5-diazabicyclo[4.3.0] -5-nonene), Cl (hydrochloric acid). The solvent is CS(=O)C (dimethylsulfoxide). Reaction conditions: temperature 25 celsius, time 1 hour. The product is CC1=C(C=2C(C(=CC2C2=C1OC(=C2)C(=O)O)C(C)C)=O)C (4,5-dimethyl-6-oxo-7-isopropyl-6H-indeno-[5,4-b]furan-2-carboxylic acid). Reaction SMILES: [CH3:1][C:2]1[C:10]2[O:11][C:12]([C:14]([OH:16])=[O:15])=[CH:13][C:9]=2[C:8]2[CH2:7][C:6](Br)([CH:17]([CH3:19])[CH3:18])[C:5](=[O:21])[C:4]=2[C:3]=1[CH3:22].C1CN2C(=NCCC2)C1.Cl>CS(C)=O>[CH3:1][C:2]1[C:10]2[O:11][C:12]([C:14]([OH:16])=[O:15])=[CH:13][C:9]=2[C:8]2[CH:7]=[C:6]([CH:17]([CH3:18])[CH3:19])[C:5](=[O:21])[C:4]=2[C:3]=1[CH3:22]. Procedure: A solution of 4,5-dimethyl-6-oxo-7,8-dihydro-7-bromo-7-isopropyl-6H-indeno[5,4-b]furan-2-carboxylic acid (0.01 mole) in dimethylsulfoxide (50 ml.) is treated with 1,5-diazabicyclo[4.3.0] -5-nonene (0.20 mole) and stirred in an inert (nitrogen) atmosphere at 25°C. for 1 hour; poured into 1.0 N hydrochloric acid to afford 4,5-dimethyl-6-oxo-7-isopropyl-6H-indeno-[5,4-b]furan-2-carboxylic acid. Starting materials: C(CCC)[Li] (n-Butyllithium), N(=NC(=O)OC(C)(C)C)C(=O)OC(C)(C)C (di-tert-butyl azodicarboxylate), C(=O)=O.CC(=O)C (dry ice acetone), BrC1=CC=C2CCC(C2=C1)C (6-bromo-1-methyl-indan). Solvent: O1CCCC1 (tetrahydrofuran), O1CCCC1 (tetrahydrofuran). Yields the product CC1=CCC2=CC=C(C=C12)N(NC(=O)OC(C)(C)C)C(=O)OC(C)(C)C (di-tert-butyl 1-(3-methyl-inden-5-yl)hydrazine-1,2-dicarboxylate). Yield: 46.5%. RXN SMILES: C([Li])CCC.Br[C:7]1[CH:15]=[C:14]2[C:10]([CH2:11][CH2:12][CH:13]2[CH3:16])=[CH:9][CH:8]=1.C(=O)=O.CC(C)=O.[N:24]([C:33]([O:35][C:36]([CH3:39])([CH3:38])[CH3:37])=[O:34])=[N:25][C:26]([O:28][C:29]([CH3:32])([CH3:31])[CH3:30])=[O:27]>O1CCCC1>[CH3:16][C:13]1[C:14]2[C:10](=[CH:9][CH:8]=[C:7]([N:24]([C:33]([O:35][C:36]([CH3:39])([CH3:38])[CH3:37])=[O:34])[NH:25][C:26]([O:28][C:29]([CH3:30])([CH3:31])[CH3:32])=[O:27])[CH:15]=2)[CH2:11][CH:12]=1 |f:2.3|. Procedure details: n-Butyllithium (8.6 mL, 13.76 mmol) was added to a three-neck flask under argon atmosphere. Upon cooling by a dry ice-acetone bath, 8 mL of tetrahydrofuran, 6-bromo-1-methyl-indan 38d (1.32 g, 6.26 mmol) were added successively under stirring. The reaction mixture was reacted in the dry ice-acetone bath for 2 hours followed by dropwise addition of a solution of di-tert-butyl azodicarboxylate (1.87 g, 8.14 mmol) in 10 mL of tetrahydrofuran. The mixture was stirred for another 30 minutes and the i... Starting materials: [H-].[Al+3].[Li+].[H-].[H-].[H-] (lithium aluminum hydride), COC1=C(C=CC=C1)N1N=C(C(=C1)C)C(=O)OCC (ethyl 1-(2-methoxyphenyl)-4-methyl-1H-pyrazole-3-carboxylate), COC1=C(C=CC=C1)N1N=C(C(=C1)C)C(=O)OCC (ethyl 1-(2-methoxyphenyl)-4-methyl-1H-pyrazole-3-carboxylate), ice. Reagents/catalysts: [O-2].[O-2].[Mn+4] (manganese dioxide). Run in O1CCCC1 (tetrahydrofuran), C1(=CC=CC=C1)C (toluene), O1CCCC1 (tetrahydrofuran). Run at time 1 hour. Product: COC1=C(C=CC=C1)N1N=C(C(=C1)C)C=O (1-(2-methoxyphenyl)-4-methyl-1H-pyrazole-3-carbaldehyde). Yield: 73.0%. RXN SMILES: [CH3:1][O:2][C:3]1[CH:8]=[CH:7][CH:6]=[CH:5][C:4]=1[N:9]1[CH:13]=[C:12]([CH3:14])[C:11]([C:15](OCC)=[O:16])=[N:10]1.[H-].[Al+3].[Li+].[H-].[H-].[H-]>O1CCCC1.C1(C)C=CC=CC=1.[O-2].[O-2].[Mn+4]>[CH3:1][O:2][C:3]1[CH:8]=[CH:7][CH:6]=[CH:5][C:4]=1[N:9]1[CH:13]=[C:12]([CH3:14])[C:11]([CH:15]=[O:16])=[N:10]1 |f:1.2.3.4.5.6,9.10.11|. Procedure: A solution (5 mL) of ethyl 1-(2-methoxyphenyl)-4-methyl-1H-pyrazole-3-carboxylate (1.6 g) synthesized in the above-mentioned (1) in tetrahydrofuran was added to an ice-cooled solution (10 mL) of lithium aluminum hydride (0.50 g) in tetrahydrofuran. The ice bath was removed, and the reaction mixture was stirred at room temperature for 1 hr, ice-cooled again, and water (1.3 mL), 1N aqueous sodium hydroxide solution (6.5 mL) and water (1.3 mL) were successively added dropwise to quench the reaction... Reactants: COc1ncc(Br)cc1C(=O)O, C[C@H](N)c1cccc2ccccc12. Reagents/catalysts: CN(C)C(=[N+](C)C)ON1C(=O)C2=C(C1=O)C(=C(C(=C2Cl)Cl)Cl)Cl.F[P-](F)(F)(F)(F)F (CITU), CN1CCOCC1 (NMM). Run in CN(C)C=O (DMF), CN(C)C=O (DMF), CN(C)C=O (DMF), CN(C)C=O (DMF), CN(C)C=O (DMF), CN(C)C=O (DMF). Conditions: temperature 25 celsius, time 2 hour. The product is COc1ncc(Br)cc1C(=O)NC(C)c1cccc2ccccc12. Isolated yield 14.7%. RXN SMILES: C[C@H](N)c1cccc2ccccc12.COc1ncc(Br)cc1C(=O)O.CN(C)C(=[N+](C)C)ON1C(=O)C2=C(C1=O)C(=C(C(=C2Cl)Cl)Cl)Cl.F[P-](F)(F)(F)(F)F.CN1CCOCC1.CN(C)C=O>>COc1ncc(Br)cc1C(=O)NC(C)c1cccc2ccccc12.